From a dataset of the Open Reaction Database (ORD), a public repository of structured organic reaction records. describe an organic reaction: reactants, conditions, products, and yield The reactants are C(C)(C)(C)OC(N(CCOC)CC1=CN=C(N1C)C1=CC2=NC=CC(=C2S1)OC1=C(C=C(C=C1)N)F)=O (tert-Butyl(2-(7-(4-amino-2-fluorophenoxy)thieno[3,2-b]pyridin-2-yl)-1-methyl-1H-imidazol-5-yl)methyl(2-methoxyethyl)carbamate), N(=C=O)C(C)C (2-isocyanatopropane), CC(OCC)=O.CCCCCC (EA Hexane). Run in CO.CC(OCC)=O (MeOH EA). Conditions: temperature 100 celsius. Yields the product C(C)(C)(C)OC(N(CCOC)CC1=CN=C(N1C)C1=CC2=NC=CC(=C2S1)OC1=C(C=C(C=C1)NC(=O)NC(C)C)F)=O (tert-Butyl(2-(7-(2-fluoro-4-(3-isopropylureido)phenoxy)thieno[3,2-b]pyridin-2-yl)-1-methyl-1H-imidazol-5-yl)methyl(2-methoxyethyl)carbamate). Isolated yield 64.6%. Reaction SMILES: [C:1]([O:5][C:6](=[O:37])[N:7]([CH2:12][C:13]1[N:17]([CH3:18])[C:16]([C:19]2[S:27][C:26]3[C:21](=[N:22][CH:23]=[CH:24][C:25]=3[O:28][C:29]3[CH:34]=[CH:33][C:32]([NH2:35])=[CH:31][C:30]=3[F:36])[CH:20]=2)=[N:15][CH:14]=1)[CH2:8][CH2:9][O:10][CH3:11])([CH3:4])([CH3:3])[CH3:2].[N:38]([CH:41]([CH3:43])[CH3:42])=[C:39]=[O:40].CC(=O)OCC.CCCCCC>CO.CC(=O)OCC>[C:1]([O:5][C:6](=[O:37])[N:7]([CH2:12][C:13]1[N:17]([CH3:18])[C:16]([C:19]2[S:27][C:26]3[C:21](=[N:22][CH:23]=[CH:24][C:25]=3[O:28][C:29]3[CH:34]=[CH:33][C:32]([NH:35][C:39]([NH:38][CH:41]([CH3:43])[CH3:42])=[O:40])=[CH:31][C:30]=3[F:36])[CH:20]=2)=[N:15][CH:14]=1)[CH2:8][CH2:9][O:10][CH3:11])([CH3:4])([CH3:2])[CH3:3] |f:2.3,4.5|. Procedure details: The reaction mixture of aniline 46 (200 mg, 0.379 mmol) and 2-isocyanatopropane (64.5 mg, 0.758 mmol) was heated to 100° C. for 15 min in a microwave reactor. The reaction mixture was loaded directly into Biotage (Silicycle, HR, 12 g column, 50-100% EA/Hexane, then MeOH/EA, 0-20%). The collected fractions afforded the desired product 314 (150 mg, 0.245 mmol, 64.6% yield) as a white solid. MS: 613(MH)+, very weak signal. Starting materials: Cl, C=CC1=C(c2ccc(F)cc2)c2ccc(NC(=O)OC(C)(C)C)cc2OC1(C)C, C1COCCO1. Product: C=CC1=C(c2ccc(F)cc2)c2ccc(N)cc2OC1(C)C. Reaction SMILES: [ClH:36].[F:1][c:2]1[cH:3][cH:4][c:5]([C:8]2=[C:9]([CH:28]=[CH2:29])[C:10]([CH3:26])([CH3:27])[O:11][c:12]3[cH:13][c:14]([NH:18][C:19](=[O:20])[O:21][C:22]([CH3:23])([CH3:24])[CH3:25])[cH:15][cH:16][c:17]32)[cH:6][cH:7]1.[O:30]1[CH2:31][CH2:32][O:33][CH2:34][CH2:35]1>>[F:1][c:2]1[cH:3][cH:4][c:5]([C:8]2=[C:9]([CH:28]=[CH2:29])[C:10]([CH3:26])([CH3:27])[O:11][c:12]3[cH:13][c:14]([NH2:18])[cH:15][cH:16][c:17]32)[cH:6][cH:7]1. The reactants are FC1=C(C=CC(=C1)OC)C(C)=O (1-(2-fluoro-4-methoxyphenyl)-1-ethanone), BrBr (bromine), [OH-].[Na+] (sodium hydroxide). The solvent is O1CCOCC1 (1,4-dioxane), O (water), O (water). Yields the product FC1=C(C(=O)O)C=CC(=C1)OC (2-fluoro-4-methoxybenzoic acid). Yield: 82.7%. RXN SMILES: [OH-:1].[Na+].BrBr.[F:5][C:6]1[CH:11]=[C:10]([O:12][CH3:13])[CH:9]=[CH:8][C:7]=1[C:14](=[O:16])C>O.O1CCOCC1>[F:5][C:6]1[CH:11]=[C:10]([O:12][CH3:13])[CH:9]=[CH:8][C:7]=1[C:14]([OH:16])=[O:1] |f:0.1|. Procedure details: 23.30 g of sodium hydroxide was dissolved in 118 mL of water and was ice-cooled, to which 9.23 mL of bromine was added dropwise over 20 minutes and then a solution of 9.80 g of 1-(2-fluoro-4-methoxyphenyl)-1-ethanone in 88 mL of 1,4-dioxane was added dropwise over one hour at −10° C. The resultant reaction mixture was cooled to room temperature, to which water was added, and then an aqueous phase was separated therefrom. A solution of 7.23 g of sodium thiosulfate in 100 mL of water was added to ... Starting materials: ClC1=NC2=C(SC3=C1C=CC(=C3)C(=O)Cl)C=CC=C2 (11-chloro-dibenzo[b,f][1,4]thiazepine-3-carbonyl chloride), O1CCOCC1 (1,4-dioxane), N (ammonia). The solvent is ClCCl (dichloromethane). Reaction conditions: time 1 hour. Product: ClC1=NC2=C(SC3=C1C=CC(=C3)C(=O)N)C=CC=C2 (11-Chloro-dibenzo[b,f][1,4]thiazepine-3-carboxylic acid amide). Reaction SMILES: [Cl:1][C:2]1[C:8]2[CH:9]=[CH:10][C:11]([C:13](Cl)=[O:14])=[CH:12][C:7]=2[S:6][C:5]2[CH:16]=[CH:17][CH:18]=[CH:19][C:4]=2[N:3]=1.O1CCOCC1.[NH3:26]>ClCCl>[Cl:1][C:2]1[C:8]2[CH:9]=[CH:10][C:11]([C:13]([NH2:26])=[O:14])=[CH:12][C:7]=2[S:6][C:5]2[CH:16]=[CH:17][CH:18]=[CH:19][C:4]=2[N:3]=1. Procedure details: A solution of 11-chloro-dibenzo[b,f][1,4]thiazepine-3-carbonyl chloride, prepared as described in the previous step, (ca 1.5 mmol) in dichloromethane (10 mL) was treated with a 1,4-dioxane solution of ammonia (0.5 M, 9 mL) under ice bath. The resulting suspension was stirred at room temperature for 1 hour, and the reaction was quenched with water (10 mL). The resulting precipitate was filtered, washed with water and dichloromethane, and dried. The organic layer of the filtrate was washed with sa... Reactants: C(CCCCCC#C)OS(=O)(=O)C1=CC=C(C=C1)C (7-octynyl-p-toluenesulfonate), [I-].[Na+] (sodium iodide). Solvent: CC(=O)C (acetone). Yields the product ICCCCCCC#C (8-iodo-1-octyne). The yield is 94.2%. RXN SMILES: [CH2:1](OS(C1C=CC(C)=CC=1)(=O)=O)[CH2:2][CH2:3][CH2:4][CH2:5][CH2:6][C:7]#[CH:8].[I-:20].[Na+]>CC(C)=O>[I:20][CH2:1][CH2:2][CH2:3][CH2:4][CH2:5][CH2:6][C:7]#[CH:8] |f:1.2|. Procedure details: A mixture of 7-octynyl-p-toluenesulfonate (18.3 g, 65.2 mmol), sodium iodide (9.77 g, 65.2 mmol) and acetone (91 ml) was allowed to react for four hours under reflux. After cooling, the precipitates were removed by filtration, and the filtrate was concentrated. The resulting residue was purified by silica gel column chromatography (eluent; hexane) to afford 14.5 g of 8-iodo-1-octyne (yield; 94.2%). Reactants: COC(=O)c1ccc(C(=CC2CCCC2)c2cc3cccnc3n2S(=O)(=O)c2ccccc2)c(F)c1, CCCC[N+](CCCC)(CCCC)CCCC, [F-], C1CCOC1. The product is COC(=O)c1ccc(C(=CC2CCCC2)c2cc3cccnc3[nH]2)c(F)c1. As a reaction SMILES: [CH3:1][O:2][C:3]([c:4]1[cH:5][c:6]([F:35])[c:7]([C:10](=[CH:11][CH:12]2[CH2:13][CH2:14][CH2:15][CH2:16]2)[c:17]2[cH:18][c:19]3[c:20]([n:21][cH:22][cH:23][cH:24]3)[n:25]2[S:26]([c:27]2[cH:28][cH:29][cH:30][cH:31][cH:32]2)(=[O:33])=[O:34])[cH:8][cH:9]1)=[O:36].[CH3:38][CH2:39][CH2:40][CH2:41][N+:42]([CH2:43][CH2:44][CH2:45][CH3:46])([CH2:47][CH2:48][CH2:49][CH3:50])[CH2:51][CH2:52][CH2:53][CH3:54].[F-:37].[O:55]1[CH2:56][CH2:57][CH2:58][CH2:59]1>>[CH3:1][O:2][C:3]([c:4]1[cH:5][c:6]([F:35])[c:7]([C:10](=[CH:11][CH:12]2[CH2:13][CH2:14][CH2:15][CH2:16]2)[c:17]2[cH:18][c:19]3[c:20]([n:21][cH:22][cH:23][cH:24]3)[nH:25]2)[cH:8][cH:9]1)=[O:36]. Starting materials: O=C([O-])[O-], O=C(Cl)N1CC(Oc2cccc(C(F)(F)F)c2)C1, [K+], [K+], Cc1ccc(N)cc1, C1CCOC1, O. The product is Cc1ccc(NC(=O)N2CC(Oc3cccc(C(F)(F)F)c3)C2)cc1. RXN SMILES: [C:19](=[O:20])([O-:21])[O-:22].[F:1][C:2]([c:3]1[cH:4][c:5]([O:6][CH:7]2[CH2:8][N:9]([C:11](=[O:12])[Cl:13])[CH2:10]2)[cH:14][cH:15][cH:16]1)([F:17])[F:18].[K+:23].[K+:24].[NH2:30][c:31]1[cH:32][cH:33][c:34]([CH3:37])[cH:35][cH:36]1.[O:25]1[CH2:26][CH2:27][CH2:28][CH2:29]1.[OH2:38]>>[F:1][C:2]([c:3]1[cH:4][c:5]([O:6][CH:7]2[CH2:8][N:9]([C:11](=[O:12])[NH:30][c:31]3[cH:32][cH:33][c:34]([CH3:37])[cH:35][cH:36]3)[CH2:10]2)[cH:14][cH:15][cH:16]1)([F:17])[F:18].